From a dataset of the Open Reaction Database (ORD), a public repository of structured organic reaction records. describe an organic reaction: reactants, conditions, products, and yield Reactants: imine, COC([C@@H](N=CC1=CN=C(N1CC1=C(C=CC=C1)Cl)CCCC)CC1=CC=CC=C1)=O ([{1-[(2-chlorophenyl)methyl]-2-n-butyl-1H-imidazol-5-yl}methylene]phenylalanine methyl ester), CI (methyl iodide), C(C)(C)NC(C)C (diisopropylamine), C(CCC)[Li] (n-butyl lithium). Solvent: O1CCCC1 (tetrahydrofuran), O1CCCC1 (tetrahydrofuran), O1CCCC1 (tetrahydrofuran). Run at temperature 0 celsius, time 15 minute. Product: COC([C@@](N=CC1=CN=C(N1CC1=C(C=CC=C1)Cl)CCCC)(CC1=CC=CC=C1)C)=O (N-[{1-[(2-chlorophenyl)-methyl]-2-n-butyl-1H-imidazol-5-yl}methylene]-α-methylphenyl-alanine methyl ester). As a reaction SMILES: [CH:1](NC(C)C)(C)C.C([Li])CCC.[CH3:13][O:14][C:15](=[O:43])[C@H:16]([CH2:36][C:37]1[CH:42]=[CH:41][CH:40]=[CH:39][CH:38]=1)[N:17]=[CH:18][C:19]1[N:23]([CH2:24][C:25]2[CH:30]=[CH:29][CH:28]=[CH:27][C:26]=2[Cl:31])[C:22]([CH2:32][CH2:33][CH2:34][CH3:35])=[N:21][CH:20]=1.CI>O1CCCC1>[CH3:13][O:14][C:15](=[O:43])[C@:16]([CH3:1])([CH2:36][C:37]1[CH:38]=[CH:39][CH:40]=[CH:41][CH:42]=1)[N:17]=[CH:18][C:19]1[N:23]([CH2:24][C:25]2[CH:30]=[CH:29][CH:28]=[CH:27][C:26]=2[Cl:31])[C:22]([CH2:32][CH2:33][CH2:34][CH3:35])=[N:21][CH:20]=1. Procedure details: To a solution of diisopropylamine (1.27 g, 12.6 mmol) in tetrahydrofuran (50 ml) was added n-butyl lithium (5 ml of 2.5M in hexane, 12.6 mmol) at 0° C. After being stirred at 0° C. for 15 minutes, the solution was cooled to -78° C. and a solution of the imine, N [{1-[(2-chlorophenyl)methyl]-2-n-butyl-1H-imidazol-5-yl}methylene]phenylalanine methyl ester (Example 3(i) Method B) (5.51 g, 12.6 mmol) in tetrahydrofuran (35 ml) was added dropwise. The mixture was stirred for 30 minutes at -78° C. und... The yield is 76.0%. RXN SMILES: [Cl:1][CH2:2][CH2:3][NH:4][C:5]([N:7]([CH2:17][C:18]1[CH:23]=[CH:22][CH:21]=[CH:20][CH:19]=1)[CH:8]1[O:16][CH2:15][C@H:13]([OH:14])[C@H:11]([OH:12])[C@H:9]1[OH:10])=[O:6].C(=O)([O-])[O-].[Na+].[Na+].[N+:30]([O-])([N+]([O-])=O)=[O:31].CO>O1CCCC1.C(Cl)Cl.O>[Cl:1][CH2:2][CH2:3][N:4]([N:30]=[O:31])[C:5]([N:7]([CH2:17][C:18]1[CH:23]=[CH:22][CH:21]=[CH:20][CH:19]=1)[CH:8]1[O:16][CH2:15][C@H:13]([OH:14])[C@H:11]([OH:12])[C@H:9]1[OH:10])=[O:6] |f:1.2.3|. Procedure details: 3.4 g of 1-(2-chloroethyl)-3-benzyl-3-(L-arabinopyranosyl)urea are dissolved in a mixture of 60 ml of tetrahydrofuran and 60 ml of methylene chloride, and 15 g of sodium carbonate anhydrate are added thereto. 5 g of nitrogen tetroxide gas are introduced into the mixture for 10 minutes under ice-cooling and stirring. The mixture is further stirred at the same temperature for 10 minutes. After the reaction, 10 ml of methanol and 3 ml of water are added to the mixture, and the aqueous mixture is st... The product is ClCCN(C(=O)N(C1[C@H](O)[C@@H](O)[C@@H](O)CO1)CC1=CC=CC=C1)N=O (1-(2-chloroethyl)-1-nitroso-3-benzyl-3-(L-arabinopyranosyl)urea). The reactants are ClCCNC(=O)N(C1[C@H](O)[C@@H](O)[C@@H](O)CO1)CC1=CC=CC=C1 (1-(2-chloroethyl)-3-benzyl-3-(L-arabinopyranosyl)urea), C([O-])([O-])=O.[Na+].[Na+] (sodium carbonate), CO (methanol), [N+](=O)([N+](=O)[O-])[O-] (nitrogen tetroxide). Run in O1CCCC1 (tetrahydrofuran), C(Cl)Cl (methylene chloride), O (water). Starting materials: COC(\C(=C\C1CCCC1)\C1=CC(=C(C=C1)S(=O)(=O)C)Br)=O ((E)-3-cyclopentyl-2-[3-bromo-4-(methanesulfonyl)-phenyl]-acrylic acid methyl ester), [OH-].[Na+] (sodium hydroxide). Solvent: C(C)O (ethanol). Reaction conditions: temperature 47.5 celsius. The product is C1(CCCC1)/C=C(/C(=O)O)\C1=CC(=C(C=C1)S(=O)(=O)C)Br ((E)-3-cyclopentyl-2-[3-bromo-4-(methanesulfonyl)-phenyl]-acrylic acid). The yield is 98718.4%. Reaction SMILES: C[O:2][C:3](=[O:22])/[C:4](/[C:11]1[CH:16]=[CH:15][C:14]([S:17]([CH3:20])(=[O:19])=[O:18])=[C:13]([Br:21])[CH:12]=1)=[CH:5]/[CH:6]1[CH2:10][CH2:9][CH2:8][CH2:7]1.[OH-].[Na+]>C(O)C>[CH:6]1(/[CH:5]=[C:4](\[C:11]2[CH:16]=[CH:15][C:14]([S:17]([CH3:20])(=[O:19])=[O:18])=[C:13]([Br:21])[CH:12]=2)/[C:3]([OH:22])=[O:2])[CH2:10][CH2:9][CH2:8][CH2:7]1 |f:1.2|. Procedure: A solution of (E)-3-cyclopentyl-2-[3-bromo-4-(methanesulfonyl)-phenyl]-acrylic acid methyl ester (357 mg, 0.92 mmol) in ethanol (6 mL) was treated with a 1N aqueous sodium hydroxide solution (2 mL). The solution was heated at 45-50° C. for 15 h, at which time, thin layer chromatography analysis of the reaction mixture indicated the absence of starting material. The reaction mixture was concentrated in vacuo to remove ethanol. The residue was diluted with water (10 mL) and extracted with diethyl ... Starting materials: S1C2=C(C=C1)CC=C2C(=O)OCC (ethyl 4H-cyclopenta[b]thiophene-6-carboxylate), CSC1=CC=C(C(=O)Cl)C=C1 (p-(methylthio)benzoyl chloride), [N+](=O)([O-])C (nitromethane), Cl[Sn](Cl)(Cl)Cl (SnCl4), product, ice water. Reaction conditions: temperature -20 celsius, time 15 minute. Yields the product CC1=C(C2=C(S1)C(CC2)C(=O)OCC)C(C2=CC=C(C=C2)SC)=O (ethyl 5,6-dihydro-2-methyl-3-[4-(methylthio)benzoyl]-4H-cyclopenta[b]thiophene-6-carboxylate). Reaction SMILES: [S:1]1[CH:5]=[CH:4][C:3]2[CH2:6][CH:7]=[C:8]([C:9]([O:11][CH2:12][CH3:13])=[O:10])[C:2]1=2.[CH3:14][S:15][C:16]1[CH:24]=[CH:23][C:19]([C:20](Cl)=[O:21])=[CH:18][CH:17]=1.Cl[Sn](Cl)(Cl)Cl.[N+]([CH3:33])([O-])=O>>[CH3:33][C:5]1[S:1][C:2]2[CH:8]([C:9]([O:11][CH2:12][CH3:13])=[O:10])[CH2:7][CH2:6][C:3]=2[C:4]=1[C:20](=[O:21])[C:19]1[CH:23]=[CH:24][C:16]([S:15][CH3:14])=[CH:17][CH:18]=1. Procedure: A 14.25 g (0.068 moles) sample of ethyl 4H-cyclopenta[b]thiophene-6-carboxylate, the product of Example 1g., and 13.92 g p-(methylthio)benzoyl chloride were dissolved in 410 ml of dry nitromethane and placed under argon and cooled to -20° C. An 8 ml sample of SnCl4 was added dropwise controlling the temperature at -20° C. After the addition was complete the reaction mixture was stirred at -20° C. for 15 min. after which it was allowed to warm slowly to room temperature and stirred for 30 min. Th... Starting materials: NCCC(=O)O (β-Alanine), C(CCCC)(=O)Cl (valeryl chloride), [OH-].[Na+] (NaOH). Solvent: O (H2O), CCOCC (ether). Yields the product C(CCCC)(=O)NCCC(=O)O (3-(Pentanoylamino)propionic acid). As a reaction SMILES: [NH2:1][CH2:2][CH2:3][C:4]([OH:6])=[O:5].[C:7](Cl)(=[O:12])[CH2:8][CH2:9][CH2:10][CH3:11].[OH-].[Na+]>O.CCOCC>[C:7]([NH:1][CH2:2][CH2:3][C:4]([OH:6])=[O:5])(=[O:12])[CH2:8][CH2:9][CH2:10][CH3:11] |f:2.3|. Procedure details: β-Alanine (20 mmol) was reacted with valeryl chloride (22 mmol) in the presence of NaOH (40 mmol) in a mixture of H2O and ether using the method described in Example 5. The crude crystalline product (2.75 g, 79%) was recrystallized from a mixture of isopropyl ether (150 ml) and ethyl acetate (10 ml) to give title acid (1.51 g, 44%), m.p. 73°-76° C. Starting materials: [BH4-], CCS(=O)(=O)N1CCC(c2c[nH]c3c(C(N)=O)cc(-c4cccc(C=O)c4)cc23)CC1, CC(=O)O, CC(C)CN, CO, ClCCl, [Na+]. Product: CCS(=O)(=O)N1CCC(c2c[nH]c3c(C(N)=O)cc(-c4cccc(CNCC(C)C)c4)cc23)CC1. RXN SMILES: [BH4-:41].[CH2:1]([CH3:2])[S:3](=[O:4])(=[O:5])[N:6]1[CH2:7][CH2:8][CH:9]([c:12]2[cH:13][nH:14][c:15]3[c:16]([C:29](=[O:30])[NH2:31])[cH:17][c:18](-[c:21]4[cH:22][c:23]([CH:27]=[O:28])[cH:24][cH:25][cH:26]4)[cH:19][c:20]23)[CH2:10][CH2:11]1.[CH3:32][C:33](=[O:34])[OH:35].[CH3:36][CH:37]([CH2:38][NH2:39])[CH3:40].[CH3:46][OH:47].[Cl:43][CH2:44][Cl:45].[Na+:42]>>[CH2:1]([CH3:2])[S:3](=[O:4])(=[O:5])[N:6]1[CH2:7][CH2:8][CH:9]([c:12]2[cH:13][nH:14][c:15]3[c:16]([C:29](=[O:30])[NH2:31])[cH:17][c:18](-[c:21]4[cH:22][c:23]([CH2:27][NH:39][CH2:38][CH:37]([CH3:36])[CH3:40])[cH:24][cH:25][cH:26]4)[cH:19][c:20]23)[CH2:10][CH2:11]1. The reactants are C1=CC=2C=C(C=NC2C(=C1)O)O (Jineol). Run in C(C)(=O)OCC (ethyl acetate), C(C)(=O)OC(C)=O (acetic acid anhydride), N1=CC=CC=C1 (pyridine). Product: C(C)(=O)OC=1C=NC2=C(C=CC=C2C1)OC(C)=O (3,8-diacetoxy quinoline). Isolated yield 78.0%. RXN SMILES: [CH:1]1[CH:10]=[C:9]([OH:11])[C:8]2[N:7]=[CH:6][C:5]([OH:12])=[CH:4][C:3]=2[CH:2]=1>C(OC(=O)C)(=O)C.N1C=CC=CC=1.C(OCC)(=O)C>[C:9]([O:12][C:5]1[CH:6]=[N:7][C:8]2[C:3]([CH:4]=1)=[CH:2][CH:1]=[CH:10][C:9]=2[O:11][C:5](=[O:12])[CH3:4])(=[O:11])[CH3:8]. Reported procedure: Jineol of 5.0 mg was dissolved in 0.5 ml of acetic acid anhydride and 0.5 ml of pyridine, and then the solution was agitated at room temperature for 9 hours. After the solution was diluted with ethyl acetate, it was washed with sodium dicarbonate solution and brine. The solution was dried with anhydrous magnesium sulfate anhydride. After the residue was removed, the solution was purified by silicagel chromatography to give 5.9 mg of 3,8-diacetoxy quinoline with 78% yield.